Dataset: the Open Reaction Database (ORD), a public repository of structured organic reaction records. Task: describe an organic reaction: reactants, conditions, products, and yield The reactants are NC1=C(C=C(C=C1)CCOC(C)=O)[N+](=O)[O-] (2-(4-Amino-3-nitro-phenyl)ethylacetate). Reagents/catalysts: [Pd] (Pd/C), C(C)(=O)O (acetic acid). Run in C(C)O (ethanol). Run at time 2 hour. Yields the product NC=1C=C(C=CC1N)CCOC(C)=O (2-(3,4-Diamino-phenyl)ethylacetate). Reaction SMILES: [NH2:1][C:2]1[CH:7]=[CH:6][C:5]([CH2:8][CH2:9][O:10][C:11](=[O:13])[CH3:12])=[CH:4][C:3]=1[N+:14]([O-])=O>C(O)C.C(O)(=O)C.[Pd]>[NH2:14][C:3]1[CH:4]=[C:5]([CH2:8][CH2:9][O:10][C:11](=[O:13])[CH3:12])[CH:6]=[CH:7][C:2]=1[NH2:1]. Procedure: Aryl nitrate 187 was dissolved in neat ethanol (25 mL) and 10% Pd/C (50 mg) was added, followed by 3 drops of glacial acetic acid. H2 gas was applied at 46 psi for 2 h with vigorous shaking, after which time TLC analysis indicated complete consumption of 187. The reaction mixture was filtered through a pad of Celite to remove the catalyst and the filtrate was concentrated under reduced pressure to give 188 as an oil. Column chromatography was employed with 10% MeOH/CH2Cl2 as eluant to give pure ... Starting materials: C(C)OC(=O)/C=C/C1=CC=C(C=C1)CCBr (2-[4-[(E)-2-ethoxycarbonylvinyl]phenyl]ethyl bromide), N12CCCN2CCC1 (1,5-diazabicyclo[3,3,0]octane). Solvent: C(C)OCC (diethyl ether). Conditions: time 16 hour. The product is C(C)OC(=O)CCC1=CC=C(C=C1)CCN1CCCNCCC1 (1-[2-[4-(2-ethoxycarbonylethyl)phenyl]ethyl]-1,5-diazacyclooctane). Yield: 104.2%. RXN SMILES: [CH2:1]([O:3][C:4](/[CH:6]=[CH:7]/[C:8]1[CH:13]=[CH:12][C:11]([CH2:14][CH2:15]Br)=[CH:10][CH:9]=1)=[O:5])[CH3:2].[N:17]12[CH2:24][CH2:23][CH2:22][N:21]1[CH2:20][CH2:19][CH2:18]2>C(OCC)C>[CH2:1]([O:3][C:4]([CH2:6][CH2:7][C:8]1[CH:13]=[CH:12][C:11]([CH2:14][CH2:15][N:17]2[CH2:24][CH2:23][CH2:22][NH:21][CH2:20][CH2:19][CH2:18]2)=[CH:10][CH:9]=1)=[O:5])[CH3:2]. Procedure details: To a solution of 2-[4-[(E)-2-ethoxycarbonylvinyl]phenyl]ethyl bromide (2.10 g) in diethyl ether (20 ml) was added 1,5-diazabicyclo[3,3,0]octane (0.89 g), and the mixture was stirred at room temperature for 16 hours. The solvent was removed under reduced pressure. To a solution of the residue in ethanol (30 ml) was added a 10% palladium on activated carbon (0.44 g), and the mixture was stirred at room temperature for 5 hours under an atmosphere of hydrogen. The catalyst was removed by filtration ... The reactants are BrCCO[Si](C)(C)C(C)(C)C ((2-bromoethoxy)(tert-butyl)dimethylsilane), BrCC(=O)C1=CC=CC=C1 (2-bromoacetophenone), CC1=C(SC(=C1)N1C(NCC1)=O)C(=O)OCC (ethyl 3-methyl-5-(2-oxoimidazolidin-1-yl)thiophene-2-carboxylate). Yields the product CC1=C(SC(=C1)N1C(N(CC1)CC(C1=CC=CC=C1)=O)=O)C(=O)OCC (ethyl 3-methyl-5-(2-oxo-3-(2-oxo-2-phenylethyl)imidazolidin-1-yl)thiophene-2-carboxylate). Isolated yield 39.0%. Reaction SMILES: BrCCO[Si](C(C)(C)C)(C)C.Br[CH2:13][C:14]([C:16]1[CH:21]=[CH:20][CH:19]=[CH:18][CH:17]=1)=[O:15].[CH3:22][C:23]1[CH:27]=[C:26]([N:28]2[CH2:32][CH2:31][NH:30][C:29]2=[O:33])[S:25][C:24]=1[C:34]([O:36][CH2:37][CH3:38])=[O:35]>>[CH3:22][C:23]1[CH:27]=[C:26]([N:28]2[CH2:32][CH2:31][N:30]([CH2:13][C:14](=[O:15])[C:16]3[CH:21]=[CH:20][CH:19]=[CH:18][CH:17]=3)[C:29]2=[O:33])[S:25][C:24]=1[C:34]([O:36][CH2:37][CH3:38])=[O:35]. Reported procedure: Following the procedure as described in Example 50, making variations as required to replace (2-bromoethoxy)(tert-butyl)dimethylsilane with 2-bromoacetophenone to react with ethyl 3-methyl-5-(2-oxoimidazolidin-1-yl)thiophene-2-carboxylate, the title compound was obtained as a colorless solid in 39% yield: 1H NMR (300 MHz, CDCl3) δ 7.95 (d, J=8.3 Hz, 2H), 7.60-7.56 (m, 1H), 7.52-7.44 (m, 2H), 6.18 (s, 1H), 4.73 (s, 2H), 4.24 (q, J=7.1 Hz, 2H), 3.94-3.86 (m, 2H), 3.76-3.68 (m, 2H), 2.48 (s, 3H), 1... Starting materials: P(=O)([O-])([O-])[O-] (phosphate), C(C)(=O)OCC (ethyl acetate), [N+](=O)([O-])C1=CC=C(COC(=O)C=2N3C(C([C@H]3SC2)(Br)C(C=2N=C3N(N4CCCCC4=N3)C2)OC(C)=O)=O)C=C1 ((5R,6RS)-6-{(RS)-Acetoxy-[4,5,6,7-tetrahydro-1,3a,3b,8-tetraaza-cyclopenta[a] indene-2-yl]-methyl}-6-bromo-7-oxo-4-thia-1-aza-bicyclo[3.2.0]hept-2-ene-2-carboxylic acid 4-nitro-benzyl ester), [OH-].[Na+] (NaOH). The reagents and catalysts are [Zn] (Zn). Solvent: C1CCOC1 (THF), C(C)#N (acetonitrile). Conditions: time 2 hour. The product is [Na+].N=1C(=CN2C1N=C1CCCCN21)\C=C\2/C1SC=C(N1C2=O)C(=O)[O-] ((6Z)-6-(4,5,6,7-tetrahydro-1,3a,3b,8-tetraaza-cyclopenta[a]indene-2-ylmethylene)-7-oxo-4-thia-1-aza-bicyclo[3.2.0]hept-2-ene-2-carboxylic acid sodium salt). Isolated yield 18.0%. Reaction SMILES: [N+](C1C=CC(C[O:9][C:10]([C:12]2[N:13]3[C@H:16]([S:17][CH:18]=2)[C:15]([CH:20](OC(=O)C)[C:21]2[N:22]=[C:23]4[N:31]=[C:30]5[N:25]([CH2:26][CH2:27][CH2:28][CH2:29]5)[N:24]4[CH:32]=2)(Br)[C:14]3=[O:37])=[O:11])=CC=1)([O-])=O.P([O-])([O-])([O-])=O.[OH-].[Na+:46].C(OCC)(=O)C>C1COCC1.C(#N)C.[Zn]>[Na+:46].[N:22]1[C:21](/[CH:20]=[C:15]2\[CH:16]3[N:13]([C:14]\2=[O:37])[C:12]([C:10]([O-:11])=[O:9])=[CH:18][S:17]3)=[CH:32][N:24]2[N:25]3[C:30]([CH2:29][CH2:28][CH2:27][CH2:26]3)=[N:31][C:23]=12 |f:2.3,8.9|. Reported procedure: (5R,6RS)-6-{(RS)-Acetoxy-[4,5,6,7-tetrahydro-1,3a,3b,8-tetraaza-cyclopenta[a] indene-2-yl]-methyl}-6-bromo-7-oxo-4-thia-1-aza-bicyclo[3.2.0]hept-2-ene-2-carboxylic acid 4-nitro-benzyl ester (643.6 mg) was dissolved in THF (9 mL) and acetonitrile (4.2 mL). Freshly activated Zn dust (2.57 g) and 0.5 M phosphate buffer (pH 6.4, 13.2 mL) were added to the reaction mixture. The reaction vessel was covered with foil to exclude light. The mixture was vigorously stirred for 2 h at room temperature. The ... Reactants: CC(=O)OC(C)=O, Cc1cc(O)c2c(c1)OC(C)(C)C1=C2CC(C)CC1, c1ccncc1. Yields the product CC(=O)Oc1cc(C)cc2c1C1=C(CCC(C)C1)C(C)(C)O2. Reaction SMILES: [CH3:20][C:21](=[O:22])[O:23][C:24](=[O:25])[CH3:26].[OH:1][c:2]1[cH:3][c:4]([CH3:19])[cH:5][c:6]2[c:11]1[C:10]1=[C:9]([C:8]([CH3:17])([CH3:18])[O:7]2)[CH2:15][CH2:14][CH:13]([CH3:16])[CH2:12]1.[cH:27]1[cH:28][cH:29][n:30][cH:31][cH:32]1>>[O:1]([c:2]1[cH:3][c:4]([CH3:19])[cH:5][c:6]2[c:11]1[C:10]1=[C:9]([C:8]([CH3:17])([CH3:18])[O:7]2)[CH2:15][CH2:14][CH:13]([CH3:16])[CH2:12]1)[C:21]([CH3:20])=[O:22]. The reactants are C1(CC1)NC(=O)NNC(C1=C(C=C(C=C1)F)F)=O (N-cyclopropyl-2-(2,4-difluorobenzoyl)-hydrazinecarboxamide), Cl (hydrochloric acid). Run in O (water), [OH-].[Na+] (sodium hydroxide). Yields the product C1(CC1)N1C(NN=C1C1=C(C=C(C=C1)F)F)=O (4-cyclopropyl-5-(2,4-difluorophenyl)-2,4-dihydro-3H-1,2,4-triazol-3-one). Reaction SMILES: [CH:1]1([NH:4][C:5]([NH:7][NH:8][C:9](=O)[C:10]2[CH:15]=[CH:14][C:13]([F:16])=[CH:12][C:11]=2[F:17])=[O:6])[CH2:3][CH2:2]1.Cl>[OH-].[Na+].O>[CH:1]1([N:4]2[C:9]([C:10]3[CH:15]=[CH:14][C:13]([F:16])=[CH:12][C:11]=3[F:17])=[N:8][NH:7][C:5]2=[O:6])[CH2:3][CH2:2]1 |f:2.3|. Procedure details: 1.00 g (3.92 mmol) of N-cyclopropyl-2-(2,4-difluorobenzoyl)-hydrazinecarboxamide from Example 5A are heated under reflux in 4 ml 4 N aqueous sodium hydroxide for 28 hrs. After cooling, it is acidified to about pH 2 with 2 N hydrochloric acid, diluted with water and extracted four times with ethyl acetate. The combined organic phases are dried over magnesium sulphate, filtered, concentrated and the residue dried in vacuo. 0.415 g (31% of theory) of the target compound are thus obtained, which is ... Starting materials: hydroxyethyl, C(CCCCCCC)N(C)CCCCCCCC (dioctyl methyl amine), ClCCO (2-chloroethanol). Solvent: CC(=O)CC (methylethyl ketone), CC(=O)CC (methylethyl ketone). Yields the product [Cl-].C(CCCCCCC)[N+](CCO)(C)CCCCCCCC (dioctyl methyl hydroxyethyl ammonium chloride). Reaction SMILES: [CH2:1]([N:9]([CH2:11][CH2:12][CH2:13][CH2:14][CH2:15][CH2:16][CH2:17][CH3:18])[CH3:10])[CH2:2][CH2:3][CH2:4][CH2:5][CH2:6][CH2:7][CH3:8].[Cl:19][CH2:20][CH2:21][OH:22]>CC(CC)=O>[Cl-:19].[CH2:11]([N+:9]([CH2:1][CH2:2][CH2:3][CH2:4][CH2:5][CH2:6][CH2:7][CH3:8])([CH3:10])[CH2:20][CH2:21][OH:22])[CH2:12][CH2:13][CH2:14][CH2:15][CH2:16][CH2:17][CH3:18] |f:3.4|. Reported procedure: Initially a hydroxyethyl quat was made by reacting 100 grams of dioctyl methyl amine with 42 mLs of 2-chloroethanol in 200 grams of methylethyl ketone solvent at reflux for 5 hours to obtain a methylethyl ketone solution of dioctyl methyl hydroxyethyl ammonium chloride. To this was added dropwise, 59.04 grams of glutaryl dichloride over a 1 hour period while sparging the mixture with nitrogen. This was held at reflux (90° C.) for 30 minutes to give a brown solution of di(dioctyl methyl ammonium ... Yields the product ClC=1C=C(C=C(C1)Cl)N1C(N2[C@H](C1=O)CC(C2)=O)=O ((7aS)-2-(3,5-dichloro-phenyl)-tetrahydro-pyrrolo[1,2-c]imidazole-1,3,6-trione). Procedure details: To a solution of (7aS,6R)-2-(3,5-dichloro-phenyl)-6-hydroxy-tetrahydro-pyrrolo[1,2-c]imidazole-1,3-dione (11.3 g) (0.038 mol) (Preparation 2), in 185 mL of DCM was added molecular sieves 3A (18 g) then PDC (33.5 g) (0.093 mol). The reaction mixture was stirred for 72 h at RT, then the insoluble material eliminated. After evaporating the solvent, the residue was purified by SiO2 chromatography (eluent: DCM/EtOAc 95/5) to afford the titled compound as a white solid (7.3). NMR (CDCl3, 200 MHz): 7.4... Run in C(Cl)Cl (DCM). Reaction conditions: time 72 hour. Starting materials: ClC=1C=C(C=C(C1)Cl)N1C(N2[C@H](C1=O)C[C@H](C2)O)=O ((7aS,6R)-2-(3,5-dichloro-phenyl)-6-hydroxy-tetrahydro-pyrrolo[1,2-c]imidazole-1,3-dione), 3A, C1=CC=[NH+]C=C1.C1=CC=[NH+]C=C1.[O-][Cr](=O)(=O)O[Cr](=O)(=O)[O-] (PDC). As a reaction SMILES: [Cl:1][C:2]1[CH:3]=[C:4]([N:9]2[C:13](=[O:14])[C@@H:12]3[CH2:15][C@@H:16]([OH:18])[CH2:17][N:11]3[C:10]2=[O:19])[CH:5]=[C:6]([Cl:8])[CH:7]=1.C1C=C[NH+]=CC=1.C1C=C[NH+]=CC=1.[O-][Cr](O[Cr]([O-])(=O)=O)(=O)=O>C(Cl)Cl>[Cl:1][C:2]1[CH:3]=[C:4]([N:9]2[C:13](=[O:14])[C@@H:12]3[CH2:15][C:16](=[O:18])[CH2:17][N:11]3[C:10]2=[O:19])[CH:5]=[C:6]([Cl:8])[CH:7]=1 |f:1.2.3|. Reactants: [O-]S(=O)[O-].[Na+].[Na+] (Na2SO3), II (I2), N1N=CC=2C1=NC=CC2N2CCN(CC2)C(=O)OC(C)(C)C (tert-butyl 4-(1H-pyrazolo[3,4-b]pyridin-4-yl)piperazine-1-carboxylate), [OH-].[K+] (KOH). Solvent: CCOCC (Ether), CN(C)C=O (DMF). Run at temperature 60 celsius, time 2 hour. Yields the product IC1=NNC2=NC=CC(=C21)N2CCN(CC2)C(=O)OC(C)(C)C (tert-butyl 4-(3-iodo-1H-pyrazolo[3,4-b]pyridin-4-yl)piperazine-1-carboxylate). The yield is 57.9%. As a reaction SMILES: [I:1]I.[NH:3]1[C:7]2=[N:8][CH:9]=[CH:10][C:11]([N:12]3[CH2:17][CH2:16][N:15]([C:18]([O:20][C:21]([CH3:24])([CH3:23])[CH3:22])=[O:19])[CH2:14][CH2:13]3)=[C:6]2[CH:5]=[N:4]1.[OH-].[K+].[O-]S([O-])=O.[Na+].[Na+]>CN(C=O)C.CCOCC>[I:1][C:5]1[C:6]2[C:7](=[N:8][CH:9]=[CH:10][C:11]=2[N:12]2[CH2:17][CH2:16][N:15]([C:18]([O:20][C:21]([CH3:24])([CH3:23])[CH3:22])=[O:19])[CH2:14][CH2:13]2)[NH:3][N:4]=1 |f:2.3,4.5.6|. Reported procedure: I2 (0.920 g, 3.63 mmol) was added to tert-butyl 4-(1H-pyrazolo[3,4-b]pyridin-4-yl)piperazine-1-carboxylate (0.55 g, 1.81 mmol) and KOH (0.305 g, 5.44 mmol) (crushed by motar and pestle) in DMF (10 mL). The resulting mixture was warmed to 60° C. and stirred for 2 hours. Ether (20 mL) and saturated Na2SO3 (10 mL) were then added. The organic layer was separated, washed with brine and dried over sodium sulfate. After removal of the solvent, the resulting residue was purified by chromatography (hexa... Reactants: CC(C)(C#C)N (2-methylbut-3-yn-2-amine), C1(CC1)C(=O)O (cyclopropanecarboxylic acid). Yields the product CC(C)(C#C)NC(=O)C1CC1 (N-(2-methylbut-3-yn-2-yl)cyclopropanecarboxamide). RXN SMILES: [CH3:1][C:2]([NH2:6])([C:4]#[CH:5])[CH3:3].[CH:7]1([C:10](O)=[O:11])[CH2:9][CH2:8]1>>[CH3:1][C:2]([NH:6][C:10]([CH:7]1[CH2:9][CH2:8]1)=[O:11])([C:4]#[CH:5])[CH3:3]. Procedure details: The title compound was prepared from 2-methylbut-3-yn-2-amine and cyclopropanecarboxylic acid following the procedure described in Preparation 4.